This data is from the Open Reaction Database (ORD), a public repository of structured organic reaction records. The task is: describe an organic reaction: reactants, conditions, products, and yield The reactants are ClCC(COC(C)=O)OC(C)=O (3-chloro-1,2-diacetoxypropane), [I-].[K+] (potassium iodide), FC(C1=CC=2N3C4=C(C=CC=C4SC2C=C1)C(NC3=O)=O)(F)F (10-trifluoromethyl-1H-pyrimido[5,4,3-kl]phenothiazine-1,3(2H)-dione), [H-].[Na+] (sodium hydride). The solvent is CN(C=O)C (dimethylformamide). The product is C(C)(=O)OC(CN1C(N2C3=C(C=CC=C3SC=3C=CC(=CC23)C(F)(F)F)C1=O)=O)COC(C)=O (2-(2,3-diacetoxypropyl)-10-trifluoromethyl-1H-pyrimido[5,4,3-kl]phenothiazine-1,3(2H)-dione). Reaction SMILES: Cl[CH2:2][CH:3]([O:9][C:10](=[O:12])[CH3:11])[CH2:4][O:5][C:6](=[O:8])[CH3:7].[F:13][C:14]([F:35])([F:34])[C:15]1[CH:28]=[CH:27][C:26]2[S:25][C:24]3[C:19]4=[C:20]([C:29](=[O:33])[NH:30][C:31](=[O:32])[N:18]4[C:17]=2[CH:16]=1)[CH:21]=[CH:22][CH:23]=3.[H-].[Na+].[I-].[K+]>CN(C)C=O>[C:10]([O:9][CH:3]([CH2:4][O:5][C:6](=[O:8])[CH3:7])[CH2:2][N:30]1[C:29](=[O:33])[C:20]2[CH:21]=[CH:22][CH:23]=[C:24]3[S:25][C:26]4[CH:27]=[CH:28][C:15]([C:14]([F:35])([F:34])[F:13])=[CH:16][C:17]=4[N:18]([C:19]=23)[C:31]1=[O:32])(=[O:12])[CH3:11] |f:2.3,4.5|. Procedure details: A mixture of 21.8 g. (0.112 mol.) of 3-chloro-1,2-diacetoxypropane, 28.0 g. (0.083 mol.) of 10-trifluoromethyl-1H-pyrimido[5,4,3-kl]phenothiazine-1,3(2H)-dione and 3.36 g. (0.080 mol.) of sodium hydride in 200 ml. of dry dimethylformamide was heated at 100°-110° for 40 hours in the presence of a catalytic amount of potassium iodide. The reaction mixture was filtered and the filtrate was evaporated to dryness under reduced pressure to give 2-(2,3-diacetoxypropyl)-10-trifluoromethyl-1H-pyrimido[5,...